This data is from the Open Reaction Database (ORD), a public repository of structured organic reaction records. The task is: describe an organic reaction: reactants, conditions, products, and yield Reactants: C(CCC)(=O)C1=CC=CC=C1 (butyrophenone), [OH-].[Na+] (sodium hydroxide), [H-].[Al+3].[Li+].[H-].[H-].[H-] (lithium aluminum hydride), O (water). The solvent is C(C)OCC (diethyl ether). Yields the product C1(=CC=CC=C1)C(CCC)O (1-Phenyl-1-butanol). As a reaction SMILES: [C:1]([C:6]1[CH:11]=[CH:10][CH:9]=[CH:8][CH:7]=1)(=[O:5])[CH2:2][CH2:3][CH3:4].[H-].[Al+3].[Li+].[H-].[H-].[H-].O.[OH-].[Na+]>C(OCC)C>[C:6]1([CH:1]([OH:5])[CH2:2][CH2:3][CH3:4])[CH:11]=[CH:10][CH:9]=[CH:8][CH:7]=1 |f:1.2.3.4.5.6,8.9|. Procedure: To a stirring solution of 890 mg of commercially available butyrophenone in 30 mL of diethyl ether under an argon atmosphere at 0° C. is slowly added 250 mg of lithium aluminum hydride in portions. After 2 hours the grey suspension is slowly treated with 0.25 mL of water followed by 1.10 mL of 1N sodium hydroxide. After 0.5 hours the resulting whim precipitant is filtered through a pad of magnesium sulfate with diethyl ether washings. The filtrate is concentrated under reduced pressure to afford...